This data is from the Open Reaction Database (ORD), a public repository of structured organic reaction records. The task is: describe an organic reaction: reactants, conditions, products, and yield The reactants are C(C1=CC=CC=C1)OC1=CC=C(OC2=C3CCCC3=C(C=C2C)[N+](=O)[O-])C=C1 (4-(4-benzyloxyphenoxy)-5-methyl-7-nitroindane), II (iodine). The reagents and catalysts are C(C)(=O)[O-].[Ag+] (silver acetate). Solvent: ClCCl (dichloromethane). Run at time 2 day. Yields the product C(C1=CC=CC=C1)OC1=C(C=C(OC2=C3CCCC3=C(C=C2C)[N+](=O)[O-])C=C1)I (4-(4-Benzyloxy-3-iodophenoxy)-5-methyl-7-nitroindane). Isolated yield 97.5%. RXN SMILES: [CH2:1]([O:8][C:9]1[CH:28]=[CH:27][C:12]([O:13][C:14]2[C:22]([CH3:23])=[CH:21][C:20]([N+:24]([O-:26])=[O:25])=[C:19]3[C:15]=2[CH2:16][CH2:17][CH2:18]3)=[CH:11][CH:10]=1)[C:2]1[CH:7]=[CH:6][CH:5]=[CH:4][CH:3]=1.[I:29]I>ClCCl.C([O-])(=O)C.[Ag+]>[CH2:1]([O:8][C:9]1[CH:28]=[CH:27][C:12]([O:13][C:14]2[C:22]([CH3:23])=[CH:21][C:20]([N+:24]([O-:26])=[O:25])=[C:19]3[C:15]=2[CH2:16][CH2:17][CH2:18]3)=[CH:11][C:10]=1[I:29])[C:2]1[CH:7]=[CH:6][CH:5]=[CH:4][CH:3]=1 |f:3.4|. Procedure: To a solution of 4-(4-benzyloxyphenoxy)-5-methyl-7-nitroindane (3.21 g) in dichloromethane (15 mL) was added silver acetate (1.86 g). After adding iodine (2.60 g), the mixture was stirred under an argon atmosphere in the dark at room temperature for 2 days. The insoluble material was removed by filtration. The filtrate was washed with an aqueous solution of sodium sulfite (1.7 g/40 mL), a saturated aqueous solution of sodium hydrogen carbonate and brine successively, and dried over anhydrous mag...